From a dataset of the Open Reaction Database (ORD), a public repository of structured organic reaction records. describe an organic reaction: reactants, conditions, products, and yield The reactants are [BH4-].[Na+] (sodium borohydride), C(C)C1=C(S(=O)(=O)OC2=CC=CC=C2)C=CC(=C1)C ((2-ethyl tosyloxy)-benzene), C1(CC1)C(=O)N1CC(NC(C1)=O)=O (4-(cyclopropylcarbonyl)-2,6-dioxopiperazine), C[O-].[Na+] (sodium methylate). Reagents/catalysts: [Cl-].[Mn+2].[Cl-] (manganese chloride). The solvent is CC(=O)N(C)C (dimethylacetamide), CC(=O)N(C)C (dimethylacetamide), C(C)O (ethanol). Run at time 1 hour. Product: C1(CC1)C(=O)N1CC(N(C(C1)=O)CCC1=CC=CC=C1)O (4-(cyclopropylcarbonyl)-2-hydroxy-6-oxo-1-phenethyl piperazine). RXN SMILES: [CH:1]1([C:4]([N:6]2[CH2:11][C:10](=[O:12])[NH:9][C:8](=[O:13])[CH2:7]2)=[O:5])[CH2:3][CH2:2]1.C[O-].[Na+].[CH2:17]([C:19]1[CH:34]=[C:33](C)[CH:32]=[CH:31][C:20]=1S(OC1C=CC=CC=1)(=O)=O)[CH3:18].[BH4-].[Na+]>CC(N(C)C)=O.C(O)C.[Cl-].[Mn+2].[Cl-]>[CH:1]1([C:4]([N:6]2[CH2:11][C:10](=[O:12])[N:9]([CH2:18][CH2:17][C:19]3[CH:34]=[CH:33][CH:32]=[CH:31][CH:20]=3)[CH:8]([OH:13])[CH2:7]2)=[O:5])[CH2:2][CH2:3]1 |f:1.2,4.5,8.9.10|. Procedure: 0.067 mol of 4-(cyclopropylcarbonyl)-2,6-dioxopiperazine are dissolved in 200 ml of dimethylacetamide. 0.073 mol of sodium methylate are added and the mixture is left for 1 hour at ambient temperature. To the reaction medium is added, dropwise and in an inert atmosphere, a solution of 0.081 mol of (2-ethyl tosyloxy)-benzene in 50 mol of dimethylacetamide and the mixture is brought to 90° C. for 4 hours. It is evaporated to dryness under reduced pressure, the residue is taken up in a mixture of w... Starting materials: C(=O)(O)C=1C=CC2=C(N(C(=N2)CCC)CC2=C(C=CC=C2)Cl)C1 (6-Carboxy-1-(2-chlorobenzyl)-2-n-propylbenzimidazole), C(C)(C)(C)O (t-butyl alcohol), C1(=CC=CC=C1)P(=O)(C1=CC=CC=C1)N=[N+]=[N-] (diphenylphosphorylazide), C(C)(C)N(CC)C(C)C (diisopropyl-ethylamine). The product is C(C)(C)(C)OC(=O)NC=1C=CC2=C(N(C(=N2)CCC)CC2=C(C=CC=C2)Cl)C1 (6-t-Butoxycarbonylamino-1-(2-Chlorobenzyl)-2-n-Propylbenzimidazole). As a reaction SMILES: C([C:4]1[CH:5]=[CH:6][C:7]2[N:11]=[C:10]([CH2:12][CH2:13][CH3:14])[N:9]([CH2:15][C:16]3[CH:21]=[CH:20][CH:19]=[CH:18][C:17]=3[Cl:22])[C:8]=2[CH:23]=1)(O)=O.C1(P(N=[N+]=[N-])(C2C=CC=CC=2)=[O:31])C=CC=CC=1.C([N:44]([CH:47](C)C)CC)(C)C.[C:50]([OH:54])([CH3:53])([CH3:52])[CH3:51]>>[C:50]([O:54][C:47]([NH:44][C:4]1[CH:5]=[CH:6][C:7]2[N:11]=[C:10]([CH2:12][CH2:13][CH3:14])[N:9]([CH2:15][C:16]3[CH:21]=[CH:20][CH:19]=[CH:18][C:17]=3[Cl:22])[C:8]=2[CH:23]=1)=[O:31])([CH3:53])([CH3:52])[CH3:51]. Procedure: 6-Carboxy-1-(2-chlorobenzyl)-2-n-propylbenzimidazole (200 mg) is suspended in t-butyl alcohol (5 ml), then diphenylphosphorylazide (0.19 ml) and diisopropyl-ethylamine (0.21 ml) are added at room temperature. The reaction mixture is refluxed for 4 hours. Then, the solution is separated into layers using ethyl acetate and water. After the organic layer is washed with water and dried, it is concentrated under reduced pressure. The residue is developed and purified using column chromatography with ... Starting materials: O=S(=O)(Cl)c1ccc(Br)cc1, CN(C)c1ccccn1, COc1nn(C)c(N)c1-c1ccc2c(c1)OCO2, c1ccncc1. Product: COc1nn(C)c(NS(=O)(=O)c2ccc(Br)cc2)c1-c1ccc2c(c1)OCO2. Reaction SMILES: [Br:1][c:2]1[cH:3][cH:4][c:5]([S:8](=[O:9])(=[O:10])[Cl:11])[cH:6][cH:7]1.[CH3:30][N:31]([c:32]1[cH:33][cH:34][cH:35][cH:36][n:37]1)[CH3:38].[NH2:12][c:13]1[c:14](-[c:21]2[cH:22][c:23]3[c:24]([cH:28][cH:29]2)[O:25][CH2:26][O:27]3)[c:15]([O:19][CH3:20])[n:16][n:17]1[CH3:18].[cH:39]1[cH:40][cH:41][n:42][cH:43][cH:44]1>>[Br:1][c:2]1[cH:3][cH:4][c:5]([S:8](=[O:9])(=[O:10])[NH:12][c:13]2[c:14](-[c:21]3[cH:22][c:23]4[c:24]([cH:28][cH:29]3)[O:25][CH2:26][O:27]4)[c:15]([O:19][CH3:20])[n:16][n:17]2[CH3:18])[cH:6][cH:7]1. The reactants are COc1ccc(N)cc1, O=C1c2cc([N+](=O)[O-])ccc2C(=O)c2c1cccc2[N+](=O)[O-], O=[N+]([O-])c1ccccc1. Product: COc1ccc(Nc2cccc3c2C(=O)c2ccc([N+](=O)[O-])cc2C3=O)cc1. Reaction SMILES: [CH3:23][O:24][c:25]1[cH:26][cH:27][c:28]([NH2:31])[cH:29][cH:30]1.[N+:1]([O-:2])(=[O:3])[c:4]1[cH:5][cH:6][cH:7][c:8]2[c:17]1[C:16](=[O:18])[c:15]1[c:10]([cH:11][c:12]([N+:19](=[O:20])[O-:21])[cH:13][cH:14]1)[C:9]2=[O:22].[O-:32][N+:33]([c:34]1[cH:35][cH:36][cH:37][cH:38][cH:39]1)=[O:40]>>[c:4]1([NH:31][c:28]2[cH:27][cH:26][c:25]([O:24][CH3:23])[cH:30][cH:29]2)[cH:5][cH:6][cH:7][c:8]2[c:17]1[C:16](=[O:18])[c:15]1[c:10]([cH:11][c:12]([N+:19](=[O:20])[O-:21])[cH:13][cH:14]1)[C:9]2=[O:22]. Starting materials: FC(C=1C=C2N=CC(=NC2=CC1)OC1=CC=C(OC(C(=O)Cl)C)C=C1)(F)F (2-[4-(6-trifluoromethyl-2-quinoxalinyloxy)phenoxy]propionic acid chloride), C(C)(=O)C(C(=O)OC)C(C(C)OC1=CC=C(C=C1)OC1=NC2=CC=C(C=C2N=C1)F)=O (methyl 2-acetyl-4-[4-(6-fluoro-2-quinoxalinyloxy)phenoxy]-3-oxopentanoate), C(C(=O)Cl)(=O)Cl (oxalyl chloride), [Na] (sodium), COC(CC(=O)C)=O (methylacetoacetate). Product: C(C)(=O)C(C(=O)OC)C(C(C)OC1=CC=C(C=C1)OC1=NC2=CC=C(C=C2N=C1)C(F)(F)F)=O (methyl 2-acetyl-4-[4-(6-trifluoromethyl-2-quinoxalinyloxy)phenoxy]-3-oxopentanoate), XIV. As a reaction SMILES: [F:1][C:2]([F:27])([F:26])[C:3]1[CH:4]=[C:5]2[C:10](=[CH:11][CH:12]=1)[N:9]=[C:8]([O:13][C:14]1[CH:25]=[CH:24][C:17]([O:18][CH:19]([CH3:23])[C:20](Cl)=[O:21])=[CH:16][CH:15]=1)[CH:7]=[N:6]2.[C:28]([CH:31](C(=O)C(OC1C=CC(OC2C=NC3C(=CC=C(F)C=3)N=2)=CC=1)C)[C:32]([O:34][CH3:35])=[O:33])(=[O:30])[CH3:29].C(Cl)(=O)C(Cl)=O.[Na].COC(=O)CC(C)=O>>[C:28]([CH:31]([C:20](=[O:21])[CH:19]([O:18][C:17]1[CH:24]=[CH:25][C:14]([O:13][C:8]2[CH:7]=[N:6][C:5]3[C:10](=[CH:11][CH:12]=[C:3]([C:2]([F:27])([F:26])[F:1])[CH:4]=3)[N:9]=2)=[CH:15][CH:16]=1)[CH3:23])[C:32]([O:34][CH3:35])=[O:33])(=[O:30])[CH3:29] |^1:64|. Procedure: In the same manner, 2-[4-(6-trifluoromethyl-2-quinoxalinyloxy)phenoxy]propionic acid chloride is prepared from the corresponding propionic acid and oxalyl chloride, and is then reacted with the sodium salt of methylacetoacetate to give methyl 2-acetyl-4-[4-(6-trifluoromethyl-2-quinoxalinyloxy)phenoxy]-3-oxopentanoate (XIV; X' is CF3 and X" is hydrogen). The pentanoate is then heated with sodium chloride and DMSO to yield 5-[4-(6-trifluoromethyl-2-quinoxalinyloxy)phenoxy]-2,4-hexanedione (XV; X' ...